Dataset: the Open Reaction Database (ORD), a public repository of structured organic reaction records. Task: describe an organic reaction: reactants, conditions, products, and yield The reactants are B(Br)(Br)Br (Boron tribromide), C(C1=CC=CC=C1)N1C=2C=CC=C(C2C=2C(=C3C(=CC12)C=CC=C3)OC)C(=O)OC (5-benzyl-11-methoxy-5H-benzo[b]carbazole-1-carboxylic acid, methyl ester). Solvent: C(Cl)Cl (methylene chloride). Reaction conditions: time 1.5 hour. The product is C(C1=CC=CC=C1)N1C=2C=CC=C(C2C=2C(=C3C(=CC12)C=CC=C3)O)C(=O)OC (5-Benzyl-11-hydroxy-5H-benzo[b]carbazole-1-carboxylic acid, methyl ester). Yield: 53.6%. As a reaction SMILES: B(Br)(Br)Br.[CH2:5]([N:12]1[C:24]2[CH:23]=[C:22]3[CH:25]=[CH:26][CH:27]=[CH:28][C:21]3=[C:20]([O:29]C)[C:19]=2[C:18]2[C:17]([C:31]([O:33][CH3:34])=[O:32])=[CH:16][CH:15]=[CH:14][C:13]1=2)[C:6]1[CH:11]=[CH:10][CH:9]=[CH:8][CH:7]=1>C(Cl)Cl>[CH2:5]([N:12]1[C:24]2[CH:23]=[C:22]3[CH:25]=[CH:26][CH:27]=[CH:28][C:21]3=[C:20]([OH:29])[C:19]=2[C:18]2[C:17]([C:31]([O:33][CH3:34])=[O:32])=[CH:16][CH:15]=[CH:14][C:13]1=2)[C:6]1[CH:11]=[CH:10][CH:9]=[CH:8][CH:7]=1. Procedure: Boron tribromide (0.148 mL, 1.56 mM) was slowly added to a stirred solution of 5-benzyl-11-methoxy-5H-benzo[b]carbazole-1-carboxylic acid, methyl ester, (0.474 g, 1.2 mM) in 8 mL methylene chloride at −10° C. After 1.5 h, the mixture was quenched with methanol (1.22 mL, 30.0 mM) and allowed to warm to room temperature with stirring over 2 h. The mixture was diluted with methylene chloride, washed with H2O, 1N HCl, saturated aqueous NaHCO3 solution, and saturated brine, dried over magnesium sulfa... Starting materials: COCc1c(-c2ccc(NC(=O)Nc3cc(C(F)(F)F)ccc3F)cc2)c2c(N)ncnn2c1Br, Nc1ncnn2c(Br)c(C(=O)NCC(F)(F)F)c(-c3ccc(NC(=O)Nc4cc(C(F)(F)F)ccc4F)cc3)c12. Yields the product COCc1c(-c2ccc(NC(=O)Nc3cc(C(F)(F)F)ccc3F)cc2)c2c(N)ncnn2c1C=O. Reaction SMILES: [NH2:1][c:2]1[n:3][cH:4][n:5][n:6]2[c:7]1[c:8](-[c:15]1[cH:16][cH:17][c:18]([NH:21][C:22](=[O:23])[NH:24][c:25]3[c:26]([F:35])[cH:27][cH:28][c:29]([C:31]([F:32])([F:33])[F:34])[cH:30]3)[cH:19][cH:20]1)[c:9]([CH2:12][O:13][CH3:14])[c:10]2[Br:11].[NH2:36][c:37]1[c:38]2[c:39](-[c:40]3[cH:41][cH:42][c:43]([NH:44][C:45]([NH:46][c:49]4[cH:50][c:51]([C:52]([F:53])([F:54])[F:55])[cH:56][cH:57][c:58]4[F:59])=[O:60])[cH:61][cH:62]3)[c:63]([C:47](=[O:48])[NH:64][CH2:65][C:66]([F:67])([F:68])[F:69])[c:70]([Br:71])[n:72]2[n:73][cH:74][n:75]1>>[NH2:1][c:2]1[n:3][cH:4][n:5][n:6]2[c:7]1[c:8](-[c:15]1[cH:16][cH:17][c:18]([NH:21][C:22](=[O:23])[NH:24][c:25]3[c:26]([F:35])[cH:27][cH:28][c:29]([C:31]([F:32])([F:33])[F:34])[cH:30]3)[cH:19][cH:20]1)[c:9]([CH2:12][O:13][CH3:14])[c:10]2[CH:47]=[O:48]. Reactants: CCO, COc1ccc2nc(Cl)c(Cl)nc2c1, NN, O. Product: COc1ccc2nc(Cl)c(NN)nc2c1. Reaction SMILES: [CH3:18][CH2:19][OH:20].[Cl:1][c:2]1[n:3][c:4]2[cH:5][cH:6][c:7]([O:13][CH3:14])[cH:8][c:9]2[n:10][c:11]1[Cl:12].[NH2:16][NH2:17].[OH2:15]>>[Cl:1][c:2]1[n:3][c:4]2[cH:5][cH:6][c:7]([O:13][CH3:14])[cH:8][c:9]2[n:10][c:11]1[NH:16][NH2:17]. Conditions: temperature 100 celsius, time 20 minute. Starting materials: Cl (hydrochloric acid), O (water), solution, B(Cl)(Cl)Cl (boron trichloride), N(C1=CC=CC=C1)C1CCN(CC1)C (4-anilino-1-methylpiperidine), C(C)#N (acetonitrile). Yield: 95.0%. Reaction SMILES: B(Cl)(Cl)Cl.[NH:5]([CH:12]1[CH2:17][CH2:16][N:15]([CH3:18])[CH2:14][CH2:13]1)[C:6]1[CH:11]=[CH:10][CH:9]=[CH:8][CH:7]=1.[C:19](#N)[CH3:20].Cl.[OH2:23]>ClC(Cl)C>[C:19]([C:11]1[CH:10]=[CH:9][CH:8]=[CH:7][C:6]=1[NH:5][CH:12]1[CH2:17][CH2:16][N:15]([CH3:18])[CH2:14][CH2:13]1)(=[O:23])[CH3:20]. The product is C(C)(=O)C1=C(NC2CCN(CC2)C)C=CC=C1 (4-(2-acetylanilino)-1-methylpiperidine). The solvent is ClC(C)Cl (dichloroethane), ClC(C)Cl (dichloroethane). Reported procedure: To a 2.03M solution of boron trichloride (20×1.2 mmol) in dichloroethane (11.8 ml) is dropwise added a solution of 4-anilino-1-methylpiperidine (3.81 g, 20 mmol) in dichloroethane (38 ml), and acetonitrile (2.1 ml, 20×1.2 mmol) is added to the mixture, which is heated under reflux over a period of 20 hours. After cooling, the reaction mixture is mixed with 2N hydrochloric acid (15 ml) and water (30 ml) and stirred at 100° C. over a period of 20 minutes. After cooling, the reaction mixture is mix... Reactants: three, C(C(C)=C)Cl (Methallyl chloride), O (water), C(C(C)=C)N1C(=O)NC(=O)C1(C)C (N-methallyl-5,5-dimethylhydantoin), [H-].[Na+] (sodium hydride). The solvent is CN(C)C=O (DMF). Reaction conditions: temperature 15 celsius, time 2 hour. Yields the product C(C(C)=C)N1C(=O)N(C(=O)C1(C)C)CC(C)=C (N,N'-bismethallyl-5,5-dimethylhydantoin). The yield is 91.6%. RXN SMILES: [CH2:1]([N:5]1[C:11]([CH3:13])([CH3:12])[C:9](=[O:10])[NH:8][C:6]1=[O:7])[C:2](=[CH2:4])[CH3:3].[H-].[Na+].[CH2:16](Cl)[C:17](=[CH2:19])[CH3:18].O>CN(C=O)C>[CH2:1]([N:5]1[C:11]([CH3:13])([CH3:12])[C:9](=[O:10])[N:8]([CH2:18][C:17](=[CH2:16])[CH3:19])[C:6]1=[O:7])[C:2](=[CH2:3])[CH3:4] |f:1.2|. Procedure: In a 100 ml three necked flask is placed 10 g (0.055 mol) of N-methallyl-5,5-dimethylhydantoin in 100 ml DMF under nitrogen. The solution is cooled to 15° C. and 2.7 g of sodium hydride/mineral oil is added. The reaction is stirred for 2 hours at 15° C. and then warmed to 25°C. Methallyl chloride (5.1 g, 0.056 mol) is added dropwise over 10 minutes, keeping the temperature at 30° C. The reaction is stirred overnight, then poured into 200 ml water, extracted with 2 X 100 ml ether and dried over m... Starting materials: CC(CCC)=O (2-Pentanone), CC(CO)(CO)C (2,2-dimethyl-propane-1,3-diol), C1(=CC=C(C=C1)S(=O)(=O)O)C (p-toluenesulfonic acid). Run in C1(=CC=CC=C1)C (toluene). Product: CC1(OCC(CO1)(C)C)CCC (2,5,5-trimethyl-2-propyl-[1,3]dioxane). RXN SMILES: [CH3:1][C:2](=[O:6])[CH2:3][CH2:4][CH3:5].[CH3:7][C:8]([CH3:13])([CH2:11]O)[CH2:9][OH:10].C1(C)C=CC(S(O)(=O)=O)=CC=1>C1(C)C=CC=CC=1>[CH3:1][C:2]1([CH2:3][CH2:4][CH3:5])[O:10][CH2:9][C:8]([CH3:13])([CH3:11])[CH2:7][O:6]1. Procedure details: 2-Pentanone, 2,2-dimethyl-propane-1,3-diol, and a catalytic amount of p-toluenesulfonic acid (PTSA) were refluxed in toluene to provide a crude product. Distillation provided the product 2,5,5-trimethyl-2-propyl-[1,3]dioxane. The reactants are Cl, C1COCCO1, CC(C)(C)OC(=O)Nc1ccc(Nc2ccnn3ccnc23)cc1. Yields the product Nc1ccc(Nc2ccnn3ccnc23)cc1. RXN SMILES: [ClH:25].[O:26]1[CH2:27][CH2:28][O:29][CH2:30][CH2:31]1.[n:1]1[cH:2][cH:3][n:4]2[n:5][cH:6][cH:7][c:8]([NH:10][c:11]3[cH:12][cH:13][c:14]([NH:17][C:18](=[O:19])[O:20][C:21]([CH3:22])([CH3:23])[CH3:24])[cH:15][cH:16]3)[c:9]12>>[n:1]1[cH:2][cH:3][n:4]2[n:5][cH:6][cH:7][c:8]([NH:10][c:11]3[cH:12][cH:13][c:14]([NH2:17])[cH:15][cH:16]3)[c:9]12. Reactants: N1C=CC2=CC=CC=C12 (indole), CC(C)([O-])C.[K+] (potassium t-butoxide), C(C)OC(=O)N1CCC(CC1)=COS(=O)(=O)C (4-(methanesulfonyloxymethylene)-piperidine-1-carboxylic acid ethyl ester). Run in CN(C)C=O (DMF). Reaction conditions: time 30 minute. Yields the product C(C)OC(=O)N1CCC(CC1)=CN1C=CC2=CC=CC=C12 (4-(Indol-1-yl)methylene-piperidine-1-carboxylic acid ethyl ester). RXN SMILES: [NH:1]1[C:9]2[C:4](=[CH:5][CH:6]=[CH:7][CH:8]=2)[CH:3]=[CH:2]1.CC(C)([O-])C.[K+].[CH2:16]([O:18][C:19]([N:21]1[CH2:26][CH2:25][C:24](=[CH:27]OS(C)(=O)=O)[CH2:23][CH2:22]1)=[O:20])[CH3:17]>CN(C=O)C>[CH2:16]([O:18][C:19]([N:21]1[CH2:26][CH2:25][C:24](=[CH:27][N:1]2[C:9]3[C:4](=[CH:5][CH:6]=[CH:7][CH:8]=3)[CH:3]=[CH:2]2)[CH2:23][CH2:22]1)=[O:20])[CH3:17] |f:1.2|. Reported procedure: To a stirred solution of indole (0.53 g, 4.5 mmol) in dry DMF (15 mL) was added potassium t-butoxide (580 mg, 5.2 mmol) at ambient temperature. After stirring for 30 minutes, 4-(methanesulfonyloxymethylene)-piperidine-1-carboxylic acid ethyl ester (1.2 g, 4.5 mmol) was added. After 8 hours, the reaction mixture was quenched with water and extracted with t-butyl methyl ether (2×50 mL). The combined organic phases were washed with water (2×), dried, evaporated, and purified by column chromatograph... Reactants: C1(=CC(O)=CC(CCCCC)=C1)O (Olivetol), CN1CCC(CC1)=O (N-methyl-4 -piperidone), Cl (HCl). Run in C(C)(=O)O (acetic acid). Yields the product Cl.CN1CCC(=CC1)C1=C(O)C=C(C=C1O)CCCCC (2-(N-Methyl-1,2,3,6-tetrahydro-4-pyridyl)-5-pentyl resorcinol hydrochloride). Isolated yield 79.0%. RXN SMILES: [C:1]1([OH:13])[CH:12]=[C:6]([CH2:7][CH2:8][CH2:9][CH2:10][CH3:11])[CH:5]=[C:3]([OH:4])[CH:2]=1.[CH3:14][N:15]1[CH2:20][CH2:19][C:18](=O)[CH2:17][CH2:16]1.[ClH:22]>C(O)(=O)C>[ClH:22].[CH3:14][N:15]1[CH2:16][CH:17]=[C:18]([C:2]2[C:3]([OH:4])=[CH:5][C:6]([CH2:7][CH2:8][CH2:9][CH2:10][CH3:11])=[CH:12][C:1]=2[OH:13])[CH2:19][CH2:20]1 |f:4.5|. Procedure details: Olivetol (22.3 g) and N-methyl-4 -piperidone (14 g) were dissolved in 50 ml acetic acid and treated with HCl gas as described in Example VI giving 30.6 g (79%) product, m.p. 179°-180°.